From a dataset of the Open Reaction Database (ORD), a public repository of structured organic reaction records. describe an organic reaction: reactants, conditions, products, and yield Starting materials: FC(C)(F)C=1C=C(OC2=CC=C(C=C2)C2=CC=CN3C2=NS(CC3)(=O)=O)C=CC1 (9-{4-[3-(1,1-difluoroethyl)phenoxy]phenyl}-3,4-dihydropyrido[2,1-c][1,2,4]thiadiazine 2,2-dioxide). The reagents and catalysts are [Pt](=O)=O (Platinum(IV) oxide). Solvent: C1CCOC1 (THF), CO (MeOH). Conditions: time 8 hour. Product: FC(C)(F)C=1C=C(OC2=CC=C(C=C2)C2CCCN3C2=NS(CC3)(=O)=O)C=CC1 (9-{4-[3-(1,1-difluoroethyl)phenoxy]phenyl}-3,4,6,7,8,9-hexahydropyrido[2,1-c][1,2,4]thiadiazine 2,2-dioxide). The yield is 34.2%. RXN SMILES: [F:1][C:2]([C:5]1[CH:6]=[C:7]([CH:27]=[CH:28][CH:29]=1)[O:8][C:9]1[CH:14]=[CH:13][C:12]([C:15]2[C:20]3=[N:21][S:22](=[O:26])(=[O:25])[CH2:23][CH2:24][N:19]3[CH:18]=[CH:17][CH:16]=2)=[CH:11][CH:10]=1)([F:4])[CH3:3]>C1COCC1.CO.[Pt](=O)=O>[F:4][C:2]([C:5]1[CH:6]=[C:7]([CH:27]=[CH:28][CH:29]=1)[O:8][C:9]1[CH:10]=[CH:11][C:12]([CH:15]2[C:20]3=[N:21][S:22](=[O:26])(=[O:25])[CH2:23][CH2:24][N:19]3[CH2:18][CH2:17][CH2:16]2)=[CH:13][CH:14]=1)([F:1])[CH3:3]. Reported procedure: Platinum(IV) oxide (30 mg) was added to a solution of 9-{4-[3-(1,1-difluoroethyl)phenoxy]phenyl}-3,4-dihydropyrido[2,1-c][1,2,4]thiadiazine 2,2-dioxide (230 mg) in THF (dry) (20 mL) and MeOH (20 mL). The mixture was stirred at room temperature under hydrogen overnight. Activated carbon was added and the insoluble solid was removed by filtration through NH-silica gel/Celite pad (eluted with EtOAc) and the filtrate was concentrated in vacuo. The residue was purified by column chromatography (silic... Starting materials: C(C)(C)(C)OC(=O)N1CCN(CC1)C(=O)C=1C(=NC(=C(C1C1=CC(=CC=C1)Cl)C(NCCCC1=CC=CC=C1)=O)C)C (4-[4-(3-chlorophenyl)-2,6-dimethyl-5-(3-phenylpropylcarbamoyl) pyridine-3-carbonyl] piperazine-1-carboxylic acid-t-butyl ester), FC(C(=O)[O-])(F)F (trifluoroacetate). Solvent: ClCCl (dichloromethane). Conditions: time 2 hour. Product: ClC=1C=C(C=CC1)C1=C(C(=NC(C1(C(=O)N)CCCC1=CC=CC=C1)C)C)C(=O)N1CCNCC1 (4-(3-chlorophenyl)-2,6-dimethyl-3-(3-phenylpropyl)-5-(piperazine-1-carbonyl) nicotinamide). Reaction SMILES: C(OC([N:8]1[CH2:13][CH2:12][N:11]([C:14]([C:16]2[C:17]([CH3:42])=[N:18][C:19]([CH3:41])=[C:20]([C:29](=[O:40])[NH:30]CCCC3C=CC=CC=3)[C:21]=2[C:22]2[CH:27]=[CH:26][CH:25]=[C:24]([Cl:28])[CH:23]=2)=[O:15])[CH2:10][CH2:9]1)=O)(C)(C)C.F[C:44](F)(F)[C:45]([O-])=O>ClCCl>[Cl:28][C:24]1[CH:23]=[C:22]([C:21]2[C:20]([CH2:23][CH2:22][CH2:27][C:45]3[CH:44]=[CH:20][CH:21]=[CH:16][CH:14]=3)([C:29]([NH2:30])=[O:40])[CH:19]([CH3:41])[N:18]=[C:17]([CH3:42])[C:16]=2[C:14]([N:11]2[CH2:12][CH2:13][NH:8][CH2:9][CH2:10]2)=[O:15])[CH:27]=[CH:26][CH:25]=1. Reported procedure: 619 mg (1.05 mmol) of 4-[4-(3-chlorophenyl)-2,6-dimethyl-5-(3-phenylpropylcarbamoyl) pyridine-3-carbonyl] piperazine-1-carboxylic acid-t-butyl ester was dissolved in 30 ml of dichloromethane. 15 ml of trifluoroacetate was added and stirred at room temperature for 2 hours. After concentration under reduced pressure, saturated aqueous sodium hydrogencarbonate solution was added and the reaction mixture was extracted with ethyl acetate. The organic layer was dried over anhydrous sodium sulfate and ... The reactants are COC(CCCN[C@H](CC)C(N)=O)=O (methyl-(R)-4-(1-carbamoylpropylamino)butyrate). The solvent is C1(=CC=CC=C1)C (toluene). Reaction conditions: temperature 80 celsius. Product: O=C1N(CCC1)[C@@H](C(=O)N)CC ((R)-2-(2-oxopyrrolidin-1-yl)butyramide). Isolated yield 30.0%. As a reaction SMILES: C[O:2][C:3](=O)[CH2:4][CH2:5][CH2:6][NH:7][C@@H:8]([C:11](=[O:13])[NH2:12])[CH2:9][CH3:10]>C1(C)C=CC=CC=1>[O:2]=[C:3]1[CH2:4][CH2:5][CH2:6][N:7]1[C@H:8]([CH2:9][CH3:10])[C:11]([NH2:12])=[O:13]. Procedure details: To the crude methyl-(R)-4-(1-carbamoylpropylamino)butyrate (VIf) in toluene (20 ml) is added 2-hydroxypyrridine (50 mg, 10 mol %). The mixture is heated to 80° C. until complete conversion. After 16 hours (GC: 100% conversion) the mixture is concentrated to dryness to yield (R)-2-(2-oxopyrrolidin-1-yl)butyramide (0.28 g, 1.6 mmol, 30%, yield determination by GC assay from pure standard). Reactants: CCO, CCOC(=O)C=C(CC)c1ccc(F)cc1, [H][H]. Yields the product CCOC(=O)CC(CC)c1ccc(F)cc1. RXN SMILES: [CH3:19][CH2:20][OH:21].[F:1][c:2]1[cH:3][cH:4][c:5]([C:8](=[CH:9][C:10](=[O:11])[O:12][CH2:13][CH3:14])[CH2:15][CH3:16])[cH:6][cH:7]1.[H:17][H:18]>>[F:1][c:2]1[cH:3][cH:4][c:5]([CH:8]([CH2:9][C:10](=[O:11])[O:12][CH2:13][CH3:14])[CH2:15][CH3:16])[cH:6][cH:7]1. Starting materials: ClC1=C(N)C=C(C=C1)N1C(N(CC1)CCCCCCCCCCCCCCCCCC)=O (2-chloro-5-(3-octadecylimidazolidin-2-on-1-yl)aniline), C(C)OC1=NN(C(C1)=O)C1=C(C=C(C=C1Cl)Cl)Cl (3-ethoxy-1-(2,4,6-trichlorophenyl)-2-pyrazolin-5-one), CS(=O)(=O)O (methanesulfonic acid). The solvent is C(C)(=O)OCC (ethyl acetate). Reaction conditions: temperature 150 celsius, time 6 hour. The product is ClC1=C(NC2=NN(C(C2)=O)C2=C(C=C(C=C2Cl)Cl)Cl)C=C(C=C1)N1C(N(CC1)CCCCCCCCCCCCCCCCCC)=O (3-[2-chloro-5-(3-octadecylimidazolidin-2-on-1-yl)anilino]-1-(2,4,6-trichlorophenyl)-2-pyrazolin-5-one). RXN SMILES: [Cl:1][C:2]1[CH:8]=[CH:7][C:6]([N:9]2[CH2:13][CH2:12][N:11]([CH2:14][CH2:15][CH2:16][CH2:17][CH2:18][CH2:19][CH2:20][CH2:21][CH2:22][CH2:23][CH2:24][CH2:25][CH2:26][CH2:27][CH2:28][CH2:29][CH2:30][CH3:31])[C:10]2=[O:32])=[CH:5][C:3]=1[NH2:4].C(O[C:36]1[CH2:40][C:39](=[O:41])[N:38]([C:42]2[C:47]([Cl:48])=[CH:46][C:45]([Cl:49])=[CH:44][C:43]=2[Cl:50])[N:37]=1)C.CS(O)(=O)=O>C(OCC)(=O)C>[Cl:1][C:2]1[CH:8]=[CH:7][C:6]([N:9]2[CH2:13][CH2:12][N:11]([CH2:14][CH2:15][CH2:16][CH2:17][CH2:18][CH2:19][CH2:20][CH2:21][CH2:22][CH2:23][CH2:24][CH2:25][CH2:26][CH2:27][CH2:28][CH2:29][CH2:30][CH3:31])[C:10]2=[O:32])=[CH:5][C:3]=1[NH:4][C:36]1[CH2:40][C:39](=[O:41])[N:38]([C:42]2[C:47]([Cl:48])=[CH:46][C:45]([Cl:49])=[CH:44][C:43]=2[Cl:50])[N:37]=1. Reported procedure: A mixture of 13.9 g of 2-chloro-5-(3-octadecylimidazolidin-2-on-1-yl)aniline, 9.3 g of 3-ethoxy-1-(2,4,6-trichlorophenyl)-2-pyrazolin-5-one and 1 g of methanesulfonic acid was heated at 150° C. under reduced pressure with stirring for 6 hours. After cooling, the reaction mixture was dissolved in ethyl acetate and washed three times with water. After distilling off the solvent, the residue was separated by a silica gel chromatography (using a solvent mixture of ethyl acetate and benzene as a spre...